Dataset: the Open Reaction Database (ORD), a public repository of structured organic reaction records. Task: describe an organic reaction: reactants, conditions, products, and yield The reactants are C(CCC)[Li] (n-butyl lithium), tetrahydrofuran(THF), C(C)(C)NC(C)C (diisopropyl amine), [Si](C)(C)(C(C)(C)C)N1C(CC1CC=O)=O (N-(t-butyldimethylsilyl)-4-(2-oxoethyl)-azetidin-2-one), C(C)(=O)OCC1=CC=CC=C1 (benzyl acetate). Solvent: CCCCCC (hexane), C1CCOC1 (THF), C1CCOC1 (THF). Conditions: time 15 minute. Yields the product [Si](C)(C)(C(C)(C)C)N1C(CC1CC(CC(=O)OCC1=CC=CC=C1)O)=O (N-(t-butyldimethylsilyl)-4-(3-benzyloxycarbonyl-2-hydroxypropyl)-azetidin-2-one). The yield is 96.5%. As a reaction SMILES: C(NC(C)C)(C)C.C([Li])CCC.[C:13]([O:16][CH2:17][C:18]1[CH:23]=[CH:22][CH:21]=[CH:20][CH:19]=1)(=[O:15])[CH3:14].[Si:24]([N:31]1[CH:34]([CH2:35][CH:36]=[O:37])[CH2:33][C:32]1=[O:38])([C:27]([CH3:30])([CH3:29])[CH3:28])([CH3:26])[CH3:25]>CCCCCC.C1COCC1>[Si:24]([N:31]1[CH:34]([CH2:35][CH:36]([OH:37])[CH2:14][C:13]([O:16][CH2:17][C:18]2[CH:23]=[CH:22][CH:21]=[CH:20][CH:19]=2)=[O:15])[CH2:33][C:32]1=[O:38])([C:27]([CH3:30])([CH3:29])[CH3:28])([CH3:26])[CH3:25]. Reported procedure: To a flame dried, 50 ml, 3-neck flask fitted with a N2 inlet, magnetic stirrer, addition funnel, and serum cap are added anhydrous tetrahydrofuran(THF) (10.5 ml) and diisopropyl amine (0.579 ml, 4.13 mmol). The solution is cooled in an ice-methanol bath under N2 and treated with 2.4N n-butyl lithium in hexane (1.72 ml). After being stirred at -10° for 15 mins, the solution is cooled to -78° and treated dropwise over 9 mins with a solution of benzyl acetate (0.620 g, 4.13 mmol) in anhydrous THF (... The reactants are C1CCOC1, Cl, COC(=O)c1cc2c(Nc3ccc(F)cc3OC3CCOCC3)ncnc2s1, [Li+], [OH-], O, O. Product: O=C(O)c1cc2c(Nc3ccc(F)cc3OC3CCOCC3)ncnc2s1. As a reaction SMILES: [CH2:33]1[O:34][CH2:35][CH2:36][CH2:37]1.[ClH:32].[F:4][c:5]1[cH:6][c:7]([O:25][CH:26]2[CH2:27][CH2:28][O:29][CH2:30][CH2:31]2)[c:8]([NH:11][c:12]2[c:13]3[c:14]([n:15][cH:16][n:17]2)[s:18][c:19]([C:21](=[O:22])[O:23][CH3:24])[cH:20]3)[cH:9][cH:10]1.[Li+:3].[OH-:2].[OH2:1].[OH2:38]>>[F:4][c:5]1[cH:6][c:7]([O:25][CH:26]2[CH2:27][CH2:28][O:29][CH2:30][CH2:31]2)[c:8]([NH:11][c:12]2[c:13]3[c:14]([n:15][cH:16][n:17]2)[s:18][c:19]([C:21](=[O:22])[OH:23])[cH:20]3)[cH:9][cH:10]1. The reactants are C(C)C1=C(C=CC=2OCOC21)CCC(=O)O (4-Ethyl-1,3-benzodioxole-5-propanoic acid), CO (methanol), O (water). Run in S(O)(O)(=O)=O (sulphuric acid). The product is C(C)C1=C(C=CC=2OCOC21)CCC(=O)OC (Methyl 4-ethyl-1,3-benzodioxole-5-propanoate). As a reaction SMILES: [CH2:1]([C:3]1[C:11]2[O:10][CH2:9][O:8][C:7]=2[CH:6]=[CH:5][C:4]=1[CH2:12][CH2:13][C:14]([OH:16])=[O:15])[CH3:2].O.[CH3:18]O>S(=O)(=O)(O)O>[CH2:1]([C:3]1[C:11]2[O:10][CH2:9][O:8][C:7]=2[CH:6]=[CH:5][C:4]=1[CH2:12][CH2:13][C:14]([O:16][CH3:18])=[O:15])[CH3:2]. Procedure: A solution of the product from Stage (i) (20 g) in methanol (400 ml) and concentrated sulphuric acid (40 ml) was heated on a steam bath for 20 min, cooled and poured onto a mixture of ice and water. The mixture was extracted with ether and the extracts were dried and evaporated. The residue was purified by FCC using hexane/ether (7:3) as eluent to give the title compound (19.2 g), m.p. 44°-46°. Starting materials: ClC(COC(NC=1N(N=C(C1)C(C)(C)C)C1=CC(=CC=C1)O[C@H](CO)C)=O)(Cl)Cl ({5-tert-Butyl-2-[3-((S)-2-hydroxy-1-methyl-ethoxy)-phenyl]-2H-pyrazol-3-yl}-carbamic acid 2,2,2-trichloro-ethyl ester), C[C@@H]1N(CCCC1)C1=NN=C2N1C=C(C=C2)O[C@@H]2CC[C@@H](C1=CC=CC=C21)N ((1S,4R)-4-[3-((S)-2-Methyl-piperidin-1-yl)-[1,2,4]triazolo[4,3-a]pyridin-6-yloxy]-1,2,3,4-tetrahydro-naphthalen-1-ylamine), CCN(C(C)C)C(C)C (DIPEA). Run in O1CCOCC1 (1,4-dioxane). Run at temperature 70 celsius, time 6.75 hour. Product: C(C)(C)(C)C=1C=C(N(N1)C1=CC(=CC=C1)O[C@H](CO)C)NC(=O)N[C@H]1CC[C@H](C2=CC=CC=C12)OC=1C=CC=2N(C1)C(=NN2)N2[C@H](CCCC2)C (1-{5-tert-Butyl-2-[3-((S)-2-hydroxy-1-methyl-ethoxy)-phenyl]-2H-pyrazol-3-yl}-3-{(1S,4R)-4-[3-((S)-2-methyl-piperidin-1-yl)-[1,2,4]triazolo[4,3-a]pyridin-6-yloxy]-1,2,3,4-tetrahydro-naphthalen-1-yl}-urea). The yield is 58.9%. RXN SMILES: ClC(Cl)(Cl)CO[C:5](=[O:27])[NH:6][C:7]1[N:8]([C:16]2[CH:21]=[CH:20][CH:19]=[C:18]([O:22][C@@H:23]([CH3:26])[CH2:24][OH:25])[CH:17]=2)[N:9]=[C:10]([C:12]([CH3:15])([CH3:14])[CH3:13])[CH:11]=1.[CH3:30][C@H:31]1[CH2:36][CH2:35][CH2:34][CH2:33][N:32]1[C:37]1[N:41]2[CH:42]=[C:43]([O:46][C@H:47]3[C:56]4[C:51](=[CH:52][CH:53]=[CH:54][CH:55]=4)[C@@H:50]([NH2:57])[CH2:49][CH2:48]3)[CH:44]=[CH:45][C:40]2=[N:39][N:38]=1.CCN(C(C)C)C(C)C>O1CCOCC1>[C:12]([C:10]1[CH:11]=[C:7]([NH:6][C:5]([NH:57][C@@H:50]2[C:51]3[C:56](=[CH:55][CH:54]=[CH:53][CH:52]=3)[C@H:47]([O:46][C:43]3[CH:44]=[CH:45][C:40]4[N:41]([C:37]([N:32]5[CH2:33][CH2:34][CH2:35][CH2:36][C@@H:31]5[CH3:30])=[N:38][N:39]=4)[CH:42]=3)[CH2:48][CH2:49]2)=[O:27])[N:8]([C:16]2[CH:21]=[CH:20][CH:19]=[C:18]([O:22][C@@H:23]([CH3:26])[CH2:24][OH:25])[CH:17]=2)[N:9]=1)([CH3:15])([CH3:13])[CH3:14]. Procedure details: A solution of Intermediate 152c (59 mg, 0.13 mmol) in 1,4-dioxane (1.3 mL) was treated with Intermediate 81d (44 mg, 0.12 mmol) and DIPEA (0.025 mL, 0.14 mmol) and the mixture was stirred at 70° C. for 6.75 h then at 50° C. for 64 h. The cooled solution was concentrated in vacuo, and the residue was partitioned between DCM and water. The phases were separated and the aqueous layer was extracted with DCM (×2). The combined organic phase was washed with brine, dried (Na2SO4) and concentrated in va...